From a dataset of the Open Reaction Database (ORD), a public repository of structured organic reaction records. describe an organic reaction: reactants, conditions, products, and yield The reactants are CC(=O)[O-], CO, Cl, NO, [Na+], O=C(O)CCC(=O)c1ccc2oc3ccccc3c2c1, O, O, O, O. Product: O=C(O)CCC(=NO)c1ccc2oc3ccccc3c2c1. RXN SMILES: [C:24]([O-:25])(=[O:26])[CH3:27].[CH3:32][OH:33].[ClH:29].[NH2:30][OH:31].[Na+:28].[O:1]=[C:2]([CH2:3][CH2:4][C:5](=[O:6])[OH:7])[c:8]1[cH:9][c:10]2[c:11]([o:12][c:13]3[c:14]2[cH:15][cH:16][cH:17][cH:18]3)[cH:19][cH:20]1.[OH2:21].[OH2:22].[OH2:23].[OH2:34]>>[C:2]([CH2:3][CH2:4][C:5](=[O:6])[OH:7])([c:8]1[cH:9][c:10]2[c:11]([o:12][c:13]3[c:14]2[cH:15][cH:16][cH:17][cH:18]3)[cH:19][cH:20]1)=[N:30][OH:21].